Dataset: the Open Reaction Database (ORD), a public repository of structured organic reaction records. Task: describe an organic reaction: reactants, conditions, products, and yield The reactants are Brc1nccs1, O=C([O-])[O-], C1COCCO1, O=C1NC2CCC1CC2, [Cs+], [Cs+], c1ccc(P(c2ccccc2)(c2ccccc2)[Pd](P(c2ccccc2)(c2ccccc2)c2ccccc2)(P(c2ccccc2)(c2ccccc2)c2ccccc2)P(c2ccccc2)(c2ccccc2)c2ccccc2)cc1. The product is O=C1C2CCC(CC2)N1c1nccs1. As a reaction SMILES: [Br:10][c:11]1[s:12][cH:13][cH:14][n:15]1.[C:16](=[O:17])([O-:18])[O-:19].[CH2:99]1[O:100][CH2:101][CH2:102][O:103][CH2:104]1.[CH:1]12[NH:2][C:3](=[O:9])[CH:4]([CH2:5][CH2:6]1)[CH2:7][CH2:8]2.[Cs+:20].[Cs+:21].[cH:22]1[cH:23][cH:24][c:25]([P:26]([Pd:27]([P:28]([c:29]2[cH:30][cH:31][cH:32][cH:33][cH:34]2)([c:35]2[cH:36][cH:37][cH:38][cH:39][cH:40]2)[c:41]2[cH:42][cH:43][cH:44][cH:45][cH:46]2)([P:47]([c:48]2[cH:49][cH:50][cH:51][cH:52][cH:53]2)([c:54]2[cH:55][cH:56][cH:57][cH:58][cH:59]2)[c:60]2[cH:61][cH:62][cH:63][cH:64][cH:65]2)[P:66]([c:67]2[cH:68][cH:69][cH:70][cH:71][cH:72]2)([c:73]2[cH:74][cH:75][cH:76][cH:77][cH:78]2)[c:79]2[cH:80][cH:81][cH:82][cH:83][cH:84]2)([c:85]2[cH:86][cH:87][cH:88][cH:89][cH:90]2)[c:91]2[cH:92][cH:93][cH:94][cH:95][cH:96]2)[cH:97][cH:98]1>>[CH:1]12[N:2]([c:11]3[s:12][cH:13][cH:14][n:15]3)[C:3](=[O:9])[CH:4]([CH2:5][CH2:6]1)[CH2:7][CH2:8]2. The reactants are [H][H] (hydrogen), [H][H] (hydrogen), C(\C=C/C(=O)OCCCC)(=O)OCCCC (dibutyl maleate), [H][H] (hydrogen). The reagents and catalysts are [Cr](=O)([O-])[O-].[Cu+2] (copper chromite). Run in O (water). Run at temperature 250 celsius, time 7.5 minute. The product is C(CCCO)O (1,4-butanediol), C1(CCCO1)=O (γ-butyrolactone). RXN SMILES: [C:1]([O:12][CH2:13][CH2:14][CH2:15]C)(=[O:11])/[CH:2]=[CH:3]\[C:4](OCCCC)=[O:5].[H][H]>[Cr]([O-])([O-])=O.[Cu+2].O>[CH2:1]([OH:11])[CH2:2][CH2:3][CH2:4][OH:5].[C:1]1(=[O:11])[O:12][CH2:13][CH2:14][CH2:15]1 |f:2.3|. Procedure details: Into a 1 liter magnedrive stirred autoclave was placed 200 g. of dibutyl maleate (reagent grade, Matheson Coleman and Bell) and 30 g. of copper chromite hydrogenation catalyst (Calsicat PC 108-80, Mallinckrodt Chemical Works). The autoclave was charged and pressured to 2,900 psig with hydrogen. Heat was then applied and the temperature was slowly brought to approximately 100° C. at which point an exothermic reaction ensued at a temperature increase to 250° C. Cooling water was passed through the...